From a dataset of the Open Reaction Database (ORD), a public repository of structured organic reaction records. describe an organic reaction: reactants, conditions, products, and yield Starting materials: N[C@@H](C(C)C)C(=O)O.C([C@H](O)[C@@H](O)[C@H](O)[C@H](O)CO)O.NCC(=O)O.NCC(=O)O (Glucitol-valine glycine glycine), O=C[C@@H](O)[C@@H](O)[C@H](O)[C@H](O)CO (mannose). Yields the product C([C@@H](O)[C@@H](O)[C@H](O)[C@H](O)CO)O.N[C@@H](C(C)C)C(=O)O.NCC(=O)O.NCC(=O)O (Mannitol valine glycine glycine). RXN SMILES: [NH2:1][C@H:2]([C:6]([OH:8])=[O:7])[CH:3]([CH3:5])[CH3:4].[CH2:9]([OH:20])[C@@H:10]([C@H:12]([C@@H:14]([C@@H:16]([CH2:18][OH:19])[OH:17])[OH:15])[OH:13])[OH:11].[NH2:21][CH2:22][C:23]([OH:25])=[O:24].[NH2:26][CH2:27][C:28]([OH:30])=[O:29].O=C[C@H]([C@H]([C@@H]([C@@H](CO)O)O)O)O>>[CH2:18]([OH:19])[C@H:16]([C@H:14]([C@@H:12]([C@@H:10]([CH2:9][OH:20])[OH:11])[OH:13])[OH:15])[OH:17].[NH2:1][C@H:2]([C:6]([OH:8])=[O:7])[CH:3]([CH3:5])[CH3:4].[NH2:21][CH2:22][C:23]([OH:25])=[O:24].[NH2:26][CH2:27][C:28]([OH:30])=[O:29] |f:0.1.2.3,5.6.7.8|. Procedure: Mannitol-valine-glycine-glycine (mannitol-VGG) was prepared, isolated and analyzed as described in Example 1 for glucitol-VGG, except that mannose (Sigma Chemical Co., St. Louis, Mo. or Wako Pure Chemical Industries Ltd.) was used instead of glucose. The analyses indicated that the final purified material was mannitol-VGG. Reactants: O=P1(c2ccccc2)CCN(Cc2ccccc2)CC1, CO, Cl. The product is Cl, O=P1(c2ccccc2)CCNCC1. RXN SMILES: [CH2:1]([c:2]1[cH:3][cH:4][cH:5][cH:6][cH:7]1)[N:8]1[CH2:9][CH2:10][P:11]([c:14]2[cH:15][cH:16][cH:17][cH:18][cH:19]2)(=[O:20])[CH2:12][CH2:13]1.[CH3:22][OH:23].[ClH:21]>>[ClH:21].[NH:8]1[CH2:9][CH2:10][P:11]([c:14]2[cH:15][cH:16][cH:17][cH:18][cH:19]2)(=[O:20])[CH2:12][CH2:13]1. The reactants are CC(C)CCON=O, C1CCOC1, CCOC(C)=O, Nc1nc(-c2nnn(Cc3cc(C(F)(F)F)cc(C(F)(F)F)c3)c2-c2cccnc2)c(C(=O)c2ccccc2Cl)s1. Yields the product O=C(c1ccccc1Cl)c1scnc1-c1nnn(Cc2cc(C(F)(F)F)cc(C(F)(F)F)c2)c1-c1cccnc1. Reaction SMILES: [CH2:1]([O:2][N:3]=[O:4])[CH2:5][CH:6]([CH3:7])[CH3:8].[CH2:50]1[O:51][CH2:52][CH2:53][CH2:54]1.[CH3:55][CH2:56][O:57][C:58]([CH3:59])=[O:60].[NH2:9][c:10]1[s:11][c:12]([C:41](=[O:42])[c:43]2[c:44]([Cl:49])[cH:45][cH:46][cH:47][cH:48]2)[c:13](-[c:15]2[n:16][n:17][n:18]([CH2:26][c:27]3[cH:28][c:29]([C:37]([F:38])([F:39])[F:40])[cH:30][c:31]([C:33]([F:34])([F:35])[F:36])[cH:32]3)[c:19]2-[c:20]2[cH:21][n:22][cH:23][cH:24][cH:25]2)[n:14]1>>[cH:10]1[s:11][c:12]([C:41](=[O:42])[c:43]2[c:44]([Cl:49])[cH:45][cH:46][cH:47][cH:48]2)[c:13](-[c:15]2[n:16][n:17][n:18]([CH2:26][c:27]3[cH:28][c:29]([C:37]([F:38])([F:39])[F:40])[cH:30][c:31]([C:33]([F:34])([F:35])[F:36])[cH:32]3)[c:19]2-[c:20]2[cH:21][n:22][cH:23][cH:24][cH:25]2)[n:14]1.